Task: describe an organic reaction: reactants, conditions, products, and yield. Dataset: the Open Reaction Database (ORD), a public repository of structured organic reaction records Starting materials: C1CC(=O)N(C1=O)Cl (NCS), IC1=CN(C=2N=CN=C(C21)N)C2=CC(=CC=C2)[N+](=O)[O-] (5-iodo-7-(3-nitrophenyl)-7H-pyrrolo[2,3-d]pyrimidin-4-amine), C1CC(=O)N(C1=O)Cl (NCS). Run in CN(C)C=O (DMF). Run at time 8 hour. Yields the product ClC1=C(C2=C(N=CN=C2N)N1C1=CC(=CC=C1)[N+](=O)[O-])I (6-chloro-5-iodo-7-(3-nitrophenyl)-7H-pyrrolo[2,3-d]pyrimidin-4-amine). Isolated yield 97.4%. Reaction SMILES: [I:1][C:2]1[C:10]2[C:9]([NH2:11])=[N:8][CH:7]=[N:6][C:5]=2[N:4]([C:12]2[CH:17]=[CH:16][CH:15]=[C:14]([N+:18]([O-:20])=[O:19])[CH:13]=2)[CH:3]=1.C1C(=O)N([Cl:28])C(=O)C1>CN(C=O)C>[Cl:28][C:3]1[N:4]([C:12]2[CH:17]=[CH:16][CH:15]=[C:14]([N+:18]([O-:20])=[O:19])[CH:13]=2)[C:5]2[N:6]=[CH:7][N:8]=[C:9]([NH2:11])[C:10]=2[C:2]=1[I:1]. Reported procedure: To a suspension of 5-iodo-7-(3-nitrophenyl)-7H-pyrrolo[2,3-d]pyrimidin-4-amine (17) (1.6 g, 4.2 mmol) in DMF (30 mL) was added NCS (840 mg, 6.3 mmol). The resulting mixture was stirred at r.t. overnight. Another portion of NCS (560 mg, 4.2 mmol) was introduced. After the stifling was continued for 8 hrs, the reaction was quenched with water (100 mL). The resulting white precipitates was collected by filtration to afford 6-chloro-5-iodo-7-(3-nitrophenyl)-7H-pyrrolo[2,3-d]pyrimidin-4-amine (18) (1... Starting materials: BrC=1C=CC(NC1)=O (5-bromopyridin-2(1H)-one), IC1COC1 (3-iodooxetane), Intermediate 22. Yields the product BrC=1C=CC(N(C1)C1COC1)=O (5-Bromo-1-oxetan-3-v1-1H-pyridin-2-one). Reaction SMILES: [Br:1][C:2]1[CH:3]=[CH:4][C:5](=[O:8])[NH:6][CH:7]=1.I[CH:10]1[CH2:13][O:12][CH2:11]1>>[Br:1][C:2]1[CH:3]=[CH:4][C:5](=[O:8])[N:6]([CH:10]2[CH2:13][O:12][CH2:11]2)[CH:7]=1. Procedure details: The title compound was prepared from 5-bromopyridin-2(1H)-one and 3-iodooxetane following a procedure analogous to that described for Intermediate 22. Starting materials: C(C)OCC=1C=C(NN1)C=1C=C2C3=C(N(C2=CC1)C)N(C(C(=C3)C3=CC=C(C=C3)F)=O)C (6-(5-Ethoxymethyl-2H-pyrazol-3-yl)-3-(4-fluorophenyl)-1,9-dimethyl-1,9-dihydropyrido[2,3-b]indol-2-one), C(C)OCC1=CC(=NN1)C=1C=C2C3=C(N(C2=CC1)C)N(C(C(=C3)C3=CC=C(C=C3)F)=O)C (6-(5-ethoxymethyl-1H-pyrazol-3-yl)-3-(4-fluorophenyl)-1,9-dimethyl-1,9-dihydropyrido[2,3-b]indol-2-one), CI (methyl iodide). Product: C(C)OCC1=CC(=NN1C)C=1C=C2C3=C(N(C2=CC1)C)N(C(C(=C3)C3=CC=C(C=C3)F)=O)C (6-(5-Ethoxymethyl-1-methyl-1H-pyrazol-3-yl)-3-(4-fluorophenyl)-1,9-dimethyl-1,9-dihydropyrido[2,3-b]indol-2-one). RXN SMILES: [CH2:1]([O:3][CH2:4][C:5]1[CH:6]=[C:7]([C:10]2[CH:11]=[C:12]3[C:16](=[CH:17][CH:18]=2)[N:15]([CH3:19])[C:14]2[N:20]([CH3:32])[C:21](=[O:31])[C:22]([C:24]4[CH:29]=[CH:28][C:27]([F:30])=[CH:26][CH:25]=4)=[CH:23][C:13]3=2)[NH:8][N:9]=1)[CH3:2].[CH3:33]I>>[CH2:1]([O:3][CH2:4][C:5]1[N:9]([CH3:33])[N:8]=[C:7]([C:10]2[CH:11]=[C:12]3[C:16](=[CH:17][CH:18]=2)[N:15]([CH3:19])[C:14]2[N:20]([CH3:32])[C:21](=[O:31])[C:22]([C:24]4[CH:25]=[CH:26][C:27]([F:30])=[CH:28][CH:29]=4)=[CH:23][C:13]3=2)[CH:6]=1)[CH3:2]. Procedure: The process is carried out as in Example 36 above, with the compound from Example 117, 6-(5-ethoxymethyl-1H-pyrazol-3-yl)-3-(4-fluorophenyl)-1,9-dimethyl-1,9-dihydropyrido[2,3-b]indol-2-one and methyl iodide. The solvent is C(C)O (ethanol). The reactants are C(C)(C)(C)OC(NC1(COC(OC1)(C)C)CCC1=CC(=C(C=C1)OCCCC1=CC(=CC=C1)F)C(F)(F)F)=O ([5-(2-{4-[3-(3-fluorophenyl)propoxy]-3-trifluoromethylphenyl}ethyl)-2,2-dimethyl-1,3-dioxan-5-yl]carbamic acid t-butyl ester), Cl (hydrochloric acid). RXN SMILES: C(OC(=O)[NH:7][C:8]1([CH2:16][CH2:17][C:18]2[CH:23]=[CH:22][C:21]([O:24][CH2:25][CH2:26][CH2:27][C:28]3[CH:33]=[CH:32][CH:31]=[C:30]([F:34])[CH:29]=3)=[C:20]([C:35]([F:38])([F:37])[F:36])[CH:19]=2)[CH2:13][O:12]C(C)(C)[O:10][CH2:9]1)(C)(C)C.[ClH:40]>C(O)C>[ClH:40].[NH2:7][C:8]([CH2:16][CH2:17][C:18]1[CH:23]=[CH:22][C:21]([O:24][CH2:25][CH2:26][CH2:27][C:28]2[CH:33]=[CH:32][CH:31]=[C:30]([F:34])[CH:29]=2)=[C:20]([C:35]([F:38])([F:36])[F:37])[CH:19]=1)([CH2:13][OH:12])[CH2:9][OH:10] |f:3.4|. Product: Cl.NC(CO)(CO)CCC1=CC(=C(C=C1)OCCCC1=CC(=CC=C1)F)C(F)(F)F (2-amino-2-(2-{4-[3-(3-fluorophenyl)propoxy]-3-trifluoromethylphenyl}ethyl)propane-1,3-diol hydrochloride). Reaction conditions: temperature 80 celsius, time 1.5 hour. Reported procedure: Compound 23-3 (700 mg) was dissolved in ethanol (15 ml), concentrated hydrochloric acid (1.5 ml) was added, and the mixture was stirred at 80° C. for 1.5 hr. The reaction mixture was concentrated, and the residue was washed with diethyl ether to give the object product (525 mg) as a white powder. Starting materials: Nc1ccc(Br)cc1, ClCCl, N#N, O=[N+]([O-])O, O=S(=O)(O)O. Yields the product Nc1ccc(Br)c([N+](=O)[O-])c1. Reaction SMILES: [Br:5][c:6]1[cH:7][cH:8][c:9]([NH2:10])[cH:11][cH:12]1.[Cl:20][CH2:21][Cl:22].[N:13]#[N:14].[OH:1][N+:2]([O-:3])=[O:4].[S:15](=[O:16])(=[O:17])([OH:18])[OH:19]>>[O-:1][N+:2](=[O:4])[c:7]1[c:6]([Br:5])[cH:12][cH:11][c:9]([NH2:10])[cH:8]1.